The task is: describe an organic reaction: reactants, conditions, products, and yield. This data is from the Open Reaction Database (ORD), a public repository of structured organic reaction records. Reactants: Cl (hydrochloric acid), [OH-].[Na+] (sodium hydroxide), C[Si](C)(C)[N-][Si](C)(C)C.[Li+] (lithium bis(trimethylsilyl)amide), FC=1C=C(C#N)C=CC1 (3-fluorobenzonitrile). Solvent: O (water), CCOCC (ether), CCOCC (ether). Conditions: temperature 0 celsius, time 2 hour. The product is FC=1C=C(C(=N)N)C=CC1 (3-fluorobenzamidine). As a reaction SMILES: C[Si]([N-:5][Si](C)(C)C)(C)C.[Li+].[F:11][C:12]1[CH:13]=[C:14]([CH:17]=[CH:18][CH:19]=1)[C:15]#[N:16].Cl.[OH-].[Na+]>CCOCC.O>[F:11][C:12]1[CH:13]=[C:14]([CH:17]=[CH:18][CH:19]=1)[C:15]([NH2:5])=[NH:16] |f:0.1,4.5|. Reported procedure: To a solution of lithium bis(trimethylsilyl)amide (1.0 M in tetrahydrofuran) was added a solution of 3-fluorobenzonitrile (2.5 g, Aldrich, USA) in 10 mL of anhydrous ether. After standing at room temperature for 2 h, the solution was cooled to 0° C. in an ice bath, and 28 mL of 3 M hydrochloric acid was added slowly. After stirring for 30 min, 100 mL of water was added and the ether layer was discarded. The aqueous layer was made basic with 2 M sodium hydroxide and extracted three times with chl... Reactants: C(#N)C1=CC=C(CBr)C=C1 (4-cyanobenzylbromide), CN(C=O)C (dimethyl formamide), O (water), [H-].[Na+] (Sodium hydride), OC1=CC=C(C=C1)N1CCN(CC1)C1=CC=NC=C1 (1-(4-hydroxyphenyl)-4-(4-pyridyl)piperazine), CN(C=O)C (dimethylformamide). Run at time 30 minute. Product: C(#N)C1=CC(=C(C=C1)N1CCN(CC1)C1=CC=NC=C1)OCC1=CC=CC=C1 (1-(4-cyanobenzyloxyphenyl)-4-(4-pyridyl)piperazine). RXN SMILES: [H-].[Na+].O[C:4]1[CH:9]=[CH:8][C:7]([N:10]2[CH2:15][CH2:14][N:13]([C:16]3[CH:21]=[CH:20][N:19]=[CH:18][CH:17]=3)[CH2:12][CH2:11]2)=[CH:6][CH:5]=1.C([C:24]1[CH:31]=[CH:30][C:27]([CH2:28]Br)=[CH:26][CH:25]=1)#N.[OH2:32].[CH3:33][N:34](C)C=O>>[C:33]([C:4]1[CH:9]=[CH:8][C:7]([N:10]2[CH2:15][CH2:14][N:13]([C:16]3[CH:21]=[CH:20][N:19]=[CH:18][CH:17]=3)[CH2:12][CH2:11]2)=[C:6]([O:32][CH2:28][C:27]2[CH:26]=[CH:25][CH:24]=[CH:31][CH:30]=2)[CH:5]=1)#[N:34] |f:0.1|. Procedure details: Sodium hydride (120 mg) (50% dispersion in oil) was added to a stirred solution of 1-(4-hydroxyphenyl)-4-(4-pyridyl)piperazine (510 mg) in dimethylformamide (5 ml) under argon. The solution was stirred at ambient temperature for 30 minutes and a solution of 4-cyanobenzylbromide (430 mg) in dimethyl formamide (5 ml) was added dropwise. The solution was stirred at ambient temperature overnight, water (150 ml) added to give a precipitate which was washed with water, dried and recrystallised from et... Reactants: ClC=1C=C(SC1)C(=O)N (4-chloro-2-thiophenecarboxamide), ClCC(=O)CCl (1,3-dichloroacetone). Product: ClCC=1N=C(OC1)C=1SC=C(C1)Cl (4-chloromethyl-2-(4-chloro-2-thienyl)oxazole). Yield: 48.0%. Reaction SMILES: [Cl:1][C:2]1[CH:3]=[C:4]([C:7]([NH2:9])=[O:8])[S:5][CH:6]=1.[Cl:10][CH2:11][C:12]([CH2:14]Cl)=O>>[Cl:10][CH2:11][C:12]1[N:9]=[C:7]([C:4]2[S:5][CH:6]=[C:2]([Cl:1])[CH:3]=2)[O:8][CH:14]=1. Procedure: In substantially the same manner as in Reference Example 47, 4-chloro-2-thiophenecarboxamide was allowed to react with 1,3-dichloroacetone to give 4-chloromethyl-2-(4-chloro-2-thienyl)oxazole. The yield was 48%. Recrystallization from diethyl ether-hexane gave colorless needles, mp 72-73° C. Reactants: COCCOc1ccccc1-c1cc(=O)[nH]c(=S)[nH]1, CCO, N. Yields the product COCCOc1ccccc1-c1cc(=O)[nH]cn1. Reaction SMILES: [CH3:1][O:2][CH2:3][CH2:4][O:5][c:6]1[c:7](-[c:12]2[cH:13][c:14](=[O:19])[nH:15][c:16](=[S:18])[nH:17]2)[cH:8][cH:9][cH:10][cH:11]1.[CH3:21][CH2:22][OH:23].[NH3:20]>>[CH3:1][O:2][CH2:3][CH2:4][O:5][c:6]1[c:7](-[c:12]2[cH:13][c:14](=[O:19])[nH:15][cH:16][n:17]2)[cH:8][cH:9][cH:10][cH:11]1. Reactants: C(CCCCCCCCCCCCC)OC1=CC=C(C(=O)OC)C=C1 (methyl p-(tetradecyloxy)benzoate), [OH-].[K+] (potassium hydroxide), CO (methyl alcohol), C(C)O (ethyl alcohol). The solvent is O (water). The product is C(CCCCCCCCCCCCC)OC1=CC=C(C(=O)O)C=C1 (p-(Tetradecyloxy)benzoic acid). Isolated yield 90.3%. As a reaction SMILES: [CH2:1]([O:15][C:16]1[CH:25]=[CH:24][C:19]([C:20]([O:22]C)=[O:21])=[CH:18][CH:17]=1)[CH2:2][CH2:3][CH2:4][CH2:5][CH2:6][CH2:7][CH2:8][CH2:9][CH2:10][CH2:11][CH2:12][CH2:13][CH3:14].[OH-].[K+].CO.C(O)C>O>[CH2:1]([O:15][C:16]1[CH:17]=[CH:18][C:19]([C:20]([OH:22])=[O:21])=[CH:24][CH:25]=1)[CH2:2][CH2:3][CH2:4][CH2:5][CH2:6][CH2:7][CH2:8][CH2:9][CH2:10][CH2:11][CH2:12][CH2:13][CH3:14] |f:1.2|. Procedure details: A mixture of 120 g of methyl p-(tetradecyloxy)benzoate, 57.96 g of potassium hydroxide, 1-liter of methyl alcohol, 400 ml of ethyl alcohol and 60 ml of water is refluxed for 4.5 hours. A solid is formed and the reaction mixture partitioned between dilute hydrochloric acid and chloroform with some warming. The organic layer is washed with warm dilute hydrochloric acid and dried. The filtrate is evaporated to a volume of 600 ml and an equal volume of hexanes added to form a solid which is dried to... Starting materials: COCCC#Cc1ccncc1OC(C)=O, CCOC(C)=O, [H][H], c1ccc2ncccc2c1. Product: COCCCCc1ccncc1OC(C)=O. Reaction SMILES: [CH3:1][O:2][CH2:3][CH2:4][C:5]#[C:6][c:7]1[c:8]([O:13][C:14]([CH3:15])=[O:16])[cH:9][n:10][cH:11][cH:12]1.[CH3:29][CH2:30][O:31][C:32](=[O:33])[CH3:34].[H:27][H:28].[cH:17]1[cH:18][c:19]2[c:20]([n:21][cH:22][cH:23][cH:24]2)[cH:25][cH:26]1>>[CH3:1][O:2][CH2:3][CH2:4][CH2:5][CH2:6][c:7]1[c:8]([O:13][C:14]([CH3:15])=[O:16])[cH:9][n:10][cH:11][cH:12]1.